This data is from the Open Reaction Database (ORD), a public repository of structured organic reaction records. The task is: describe an organic reaction: reactants, conditions, products, and yield Starting materials: O[C@@H]1CC2NC([C@H]3[C@@H]4CCC([C@@]4(C)CC[C@@H]3[C@]2(CC1)C)=O)=O (3β-hydroxy-6-azaandrostane-7,17-dione), C[Si](O[C@@H]1CC2C(C[C@H]3[C@@H]4CC[C@@H]([C@@]4(C)CC[C@@H]3[C@]2(CC1)C)O[Si](C(C)(C)C)(C)C)=O)(C(C)(C)C)C (3β,17β-di(dimethyltert-butylsilyloxy)androstane-6-one), C[Si](O[C@H]1CC2C(C[C@H]3[C@@H]4CC[C@@H]([C@@]4(C)CC[C@@H]3[C@]2(CC1)C)O[Si](C(C)(C)C)(C)C)=O)(C(C)(C)C)C (3α,17β-di(dimethyltert-butylsilyloxy)androstane-6-one). Conditions: time 35 minute. Product: C[C@@]12C(CC[C@H]1[C@@H]1C(NC3CC(CC[C@]3(C)[C@H]1CC2)=O)=O)=O (6-azaandrostane-3,7,17-trione). Yield: 75.0%. As a reaction SMILES: [OH:1][C@H:2]1[CH2:19][CH2:18][C@@:17]2([CH3:20])[CH:4]([NH:5][C:6](=[O:22])[C@@H:7]3[C@@H:16]2[CH2:15][CH2:14][C@@:12]2([CH3:13])[C@H:8]3[CH2:9][CH2:10][C:11]2=[O:21])[CH2:3]1.C[Si](C)(C(C)(C)C)O[C@H]1CC[C@@]2(C)C(C(=O)C[C@@H]3[C@@H]2CC[C@@]2(C)[C@H]3CC[C@@H]2O[Si](C)(C)C(C)(C)C)C1.C[Si](C)(C(C)(C)C)O[C@@H]1CC[C@@]2(C)C(C(=O)C[C@@H]3[C@@H]2CC[C@@]2(C)[C@H]3CC[C@@H]2O[Si](C)(C)C(C)(C)C)C1>>[CH3:13][C@:12]12[CH2:14][CH2:15][C@H:16]3[C@@H:7]([C:6](=[O:22])[NH:5][CH:4]4[C@:17]3([CH3:20])[CH2:18][CH2:19][C:2](=[O:1])[CH2:3]4)[C@@H:8]1[CH2:9][CH2:10][C:11]2=[O:21]. Procedure: 6-Azaandrostane-3,7,17-trione was prepared from 3β-hydroxy-6-azaandrostane-7,17-dione by the procedure described above for the preparation of 3β,17β-di(dimethyltert-butylsilyloxy)androstane-6-one and 3α,17β-di(dimethyltert-butylsilyloxy)androstane-6-one (Prepn. 12). The mixture was stirred for 35 minutes, then SiO2 was added and evaporated to dryness. The mixture was purified by flash chromatography (SiO2, acetone/toluene 1/1) to give 6-azaandrostane-3,7,17-trione (75%). 1H-NMR (300 MHz, DMSO-d6... The reactants are CC=1NC(NC1C(CCCCC(=O)O)=O)=O (4-methyl-5-(5-carboxypentanoyl)-4-imidazolin-2-one), [H][H] (hydrogen). The reagents and catalysts are O=[Pt]=O (PtO2). Solvent: C(C)(=O)O (acetic acid). Product: CC1C(NC(=O)N1)CCCCCC(=O)O (dl-desthiobiotin). The yield is 63.4%. As a reaction SMILES: [CH3:1][C:2]1[NH:3][C:4](=[O:16])[NH:5][C:6]=1[C:7](=O)[CH2:8][CH2:9][CH2:10][CH2:11][C:12]([OH:14])=[O:13].[H][H]>C(O)(=O)C.O=[Pt]=O>[CH3:1][CH:2]1[NH:3][C:4](=[O:16])[NH:5][CH:6]1[CH2:7][CH2:8][CH2:9][CH2:10][CH2:11][C:12]([OH:14])=[O:13]. Procedure: A solution of 1.5 g (6.63 mmol) of 4-methyl-5-(5-carboxypentanoyl)-4-imidazolin-2-one in 30 ml of acetic acid was hydrogenated in a Parr shaker apparatus over 0.4 g of PtO2 at 3 atmospheres and ambient temperature for 3 hours until hydrogen uptake ceased. The Pt was removed by filtration and the filtrate concentrated to an oil comprising 1.1 g. The oil was dissolved in water and cooled overnight to afford 0.9 g (64%) of dl-desthiobiotin identical in all respects to authentic material. Starting materials: [N+](=O)([O-])C1=C(C=O)C=C(C=C1)OC1=CC=CC=C1 (2-nitro-5-phenoxybenzaldehyde), C(C)OP(OCC)(=O)C(C(CCC=C)C1CCOCC1)C#N ([1-cyano-2-(tetrahydro-pyran-4-yl)-hex-5-enyl]-phosphonic acid diethyl ester), cis-[2-(2-nitro-5-phenoxy-benzylidene)-3-(tetrahydro-pyran-4-yl)-hept-6-enenitrile], trans-[2-(2-nitro-5-phenoxy-benzylidene)-3-(tetrahydro-pyran-4-yl)-hept-6-enenitrile], [Cl-].[NH4+] (ammonium chloride). The solvent is C1CCOC1 (THF), C1CCOC1 (THF). Conditions: time 1 hour. The product is O(C1=CC=CC=C1)C=1C=C2C=C(C(=NC2=CC1)N)C(CCC=C)C1CCOCC1 (6-Phenoxy-3-[1-(tetrahydro-pyran-4-yl)-pent-4-enyl]-quinolin-2-ylamine). RXN SMILES: C(OP([CH:9]([C:21]#[N:22])[CH:10]([CH:15]1[CH2:20][CH2:19][O:18][CH2:17][CH2:16]1)[CH2:11][CH2:12][CH:13]=[CH2:14])(=O)OCC)C.[N+:23]([C:26]1[CH:33]=[CH:32][C:31]([O:34][C:35]2[CH:40]=[CH:39][CH:38]=[CH:37][CH:36]=2)=[CH:30][C:27]=1[CH:28]=O)([O-])=O.[Cl-].[NH4+]>C1COCC1>[O:34]([C:31]1[CH:30]=[C:27]2[C:26](=[CH:33][CH:32]=1)[N:23]=[C:21]([NH2:22])[C:9]([CH:10]([CH:15]1[CH2:16][CH2:17][O:18][CH2:19][CH2:20]1)[CH2:11][CH2:12][CH:13]=[CH2:14])=[CH:28]2)[C:35]1[CH:36]=[CH:37][CH:38]=[CH:39][CH:40]=1 |f:2.3|. Reported procedure: To the oil isolated in Step B (23.28 g, 70.7 mmol) in THF (100 mL) at −78° C., LHDMS (1.0 M, 84.8 mL, 84.8 mmol) was added slowly. The reaction mixture was then stirred at room temperature for 1 hour. A solution of 2-nitro-5-phenoxybenzaldehyde (20.63 g, 75.5 mmol) in THF (100 mL) was added. The reaction mixture was stirred at room temperature overnight. Saturated aqueous ammonium chloride (200 mL) was added. The reaction mixture was extracted with ethyl acetate three times. The combined organic... The reactants are FCCN1CC2=C(C(C1)O)SC=C2 (5-(2-fluoroethyl)-4,5,6,7-tetrahydrothieno[3,2-c]pyridin-7-ol), ClC1=C(C=CC=C1Cl)F (2,3-dichloro-1-fluorobenzene). Product: ClC1=C(C=CC=C1Cl)OC1C2=C(CN(C1)CCF)C=CS2 (7-(2,3-Dichlorophenyloxy)-5-(2-fluoroethyl)-4,5,6,7-tetrahydrothieno[3,2-c]pyridine). RXN SMILES: [F:1][CH2:2][CH2:3][N:4]1[CH2:9][CH:8]([OH:10])[C:7]2[S:11][CH:12]=[CH:13][C:6]=2[CH2:5]1.[Cl:14][C:15]1[C:20]([Cl:21])=[CH:19][CH:18]=[CH:17][C:16]=1F>>[Cl:14][C:15]1[C:20]([Cl:21])=[CH:19][CH:18]=[CH:17][C:16]=1[O:10][CH:8]1[CH2:9][N:4]([CH2:3][CH2:2][F:1])[CH2:5][C:6]2[CH:13]=[CH:12][S:11][C:7]1=2. Procedure details: The same method as in Example 1 was conducted using 5-(2-fluoroethyl)-4,5,6,7-tetrahydrothieno[3,2-c]pyridin-7-ol (Reference Example 17) instead of 6-methyl-4,5,6,7-tetrahydrothieno[2,3-c]pyridin-4-ol (Reference Example 6) and was conducted using 2,3-dichloro-1-fluorobenzene instead of 1-fluoronaphthalene to give the objective compound. Starting materials: [Li+].[OH-] (LiOH), CC1=CC(=NO1)C(=O)N[C@@H]1CCC2=CC=C(C=C12)C(=O)OC ((R)-Methyl 3-(5-methyl isoxazole-3-carboxamido)-2,3-dihydro-1H-indene-5-carboxylate). Solvent: O (water), CO.C1CCOC1 (MeOH THF). Run at time 5 hour. Product: CC1=CC(=NO1)C(=O)N[C@@H]1CCC2=CC=C(C=C12)C(=O)O ((R)-3-(5-Methylisoxazole-3-carboxamido)-2,3-dihydro-1H-indene-5-carboxylic acid). Yield: 59.0%. RXN SMILES: [Li+].[OH-].[CH3:3][C:4]1[O:8][N:7]=[C:6]([C:9]([NH:11][C@H:12]2[C:20]3[C:15](=[CH:16][CH:17]=[C:18]([C:21]([O:23]C)=[O:22])[CH:19]=3)[CH2:14][CH2:13]2)=[O:10])[CH:5]=1>O.CO.C1COCC1>[CH3:3][C:4]1[O:8][N:7]=[C:6]([C:9]([NH:11][C@H:12]2[C:20]3[C:15](=[CH:16][CH:17]=[C:18]([C:21]([OH:23])=[O:22])[CH:19]=3)[CH2:14][CH2:13]2)=[O:10])[CH:5]=1 |f:0.1,4.5|. Procedure details: LiOH (3.0 g, 42.66 mmol, 8 eq) in water (30 ml) was added dropwise to a cooled (0° C.) solution of (R)-methyl 3-(5-methylisoxazole-3-carboxamido)-2,3-dihydro-1H-indene-5-carboxylate (B-25) (1.6 g, 5.3 mmol, 1 eq) in MeOH:THF (1:1, 60 ml), and stirring was carried out for 5 h at RT. After monitoring by thin-layer chromatography, the reaction solution was concentrated under reduced pressure and the residue was taken up in water (50 ml), adjusted to pH 2 with KHSO4 and extracted with DCM (2×100 ml)... Starting materials: C1(=CC=CC=C1)N=C=O (phenyl isocyanate), NCCC1=C(NC2=CC=CC=C12)C1(CCC(CC1)(CCCC)N(C)C)C=1NC2=CC=CC=C2C1C (4-(3-(2-aminoethyl)-1H-indol-2-yl)-1-butyl-N,N-dimethyl-4-(3-methyl-1H-indol-2-yl)cyclohexylamine). Solvent: C(C)#N (acetonitrile), [OH-].[Na+] (sodium hydroxide). Yields the product C(CCC)C1(CCC(CC1)(C=1NC2=CC=CC=C2C1C)C=1NC2=CC=CC=C2C1CCNC(=O)NC1=CC=CC=C1)N(C)C (1-(2-(2-(4-butyl-4-(dimethylamino)-1-(3-methyl-1H-indol-2-yl)cyclohexyl)-1H-indol-3-yl)ethyl)-3-phenylurea). RXN SMILES: [NH2:1][CH2:2][CH2:3][C:4]1[C:12]2[C:7](=[CH:8][CH:9]=[CH:10][CH:11]=2)[NH:6][C:5]=1[C:13]1([C:26]2[NH:27][C:28]3[C:33]([C:34]=2[CH3:35])=[CH:32][CH:31]=[CH:30][CH:29]=3)[CH2:18][CH2:17][C:16]([N:23]([CH3:25])[CH3:24])([CH2:19][CH2:20][CH2:21][CH3:22])[CH2:15][CH2:14]1.[C:36]1([N:42]=[C:43]=[O:44])[CH:41]=[CH:40][CH:39]=[CH:38][CH:37]=1>C(#N)C.[OH-].[Na+]>[CH2:19]([C:16]1([N:23]([CH3:25])[CH3:24])[CH2:17][CH2:18][C:13]([C:5]2[NH:6][C:7]3[C:12]([C:4]=2[CH2:3][CH2:2][NH:1][C:43]([NH:42][C:36]2[CH:41]=[CH:40][CH:39]=[CH:38][CH:37]=2)=[O:44])=[CH:11][CH:10]=[CH:9][CH:8]=3)([C:26]2[NH:27][C:28]3[C:33]([C:34]=2[CH3:35])=[CH:32][CH:31]=[CH:30][CH:29]=3)[CH2:14][CH2:15]1)[CH2:20][CH2:21][CH3:22] |f:3.4|. Reported procedure: 4-(3-(2-aminoethyl)-1H-indol-2-yl)-1-butyl-N,N-dimethyl-4-(3-methyl-1H-indol-2-yl)cyclohexylamine (120 mg, 0.255 mmol, mixture of the two possible diastereoisomers in a ratio of approx. 30:70) was mixed in acetonitrile (2.4 ml) with phenyl isocyanate (0.042 ml, 0.386 mmol). After a reaction time of 2 h at 24° C. the reaction mixture was diluted with 1N sodium hydroxide solution (20 ml) and extracted with dichloromethane (4×10 ml). The combined organic phases were dried with Na2SO4 and then filte... The reactants are O=c1ccc(-c2ccc(F)c(C(F)(F)F)c2)n[nH]1, O=P(Cl)(Cl)Cl. Product: Fc1ccc(-c2ccc(Cl)nn2)cc1C(F)(F)F. RXN SMILES: [F:1][c:2]1[c:3]([C:15]([F:16])([F:17])[F:18])[cH:4][c:5](-[c:8]2[cH:9][cH:10][c:11](=[O:14])[nH:12][n:13]2)[cH:6][cH:7]1.[P:19]([Cl:20])([Cl:21])([Cl:22])=[O:23]>>[F:1][c:2]1[c:3]([C:15]([F:16])([F:17])[F:18])[cH:4][c:5](-[c:8]2[cH:9][cH:10][c:11]([Cl:21])[n:12][n:13]2)[cH:6][cH:7]1. Starting materials: S(O)(O)(=O)=O (sulphuric acid), FC1=C(OC=2C=C(C=CC2)C2OCCO2)C=CC(=C1)F (2-(3-(2,4-difluorophenoxy)phenyl)-1,3-dioxolane). Solvent: CC(=O)C (acetone). Conditions: temperature 55 celsius. Yields the product FC1=C(OC=2C=C(C=O)C=CC2)C=CC(=C1)F (3-(2,4-difluorophenoxy)benzaldehyde). RXN SMILES: S(=O)(=O)(O)O.[F:6][C:7]1[CH:24]=[C:23]([F:25])[CH:22]=[CH:21][C:8]=1[O:9][C:10]1[CH:11]=[C:12]([CH:16]2OCC[O:17]2)[CH:13]=[CH:14][CH:15]=1>CC(C)=O>[F:6][C:7]1[CH:24]=[C:23]([F:25])[CH:22]=[CH:21][C:8]=1[O:9][C:10]1[CH:11]=[C:12]([CH:13]=[CH:14][CH:15]=1)[CH:16]=[O:17]. Reported procedure: Concentrated sulphuric acid (0.18 g) was added to a solution of 2-(3-(2,4-difluorophenoxy)phenyl)-1,3-dioxolane in acetone (200 cm3). The stirred mixture was heated at 55° C. for 5 hours. After cooling, the solvent was evaporated under reduced pressure, and the residue neutralised by addition of an aqueous solution of sodium hydrogen carbonate. This aqueous mixture was partitioned between diethyl ether and water. The ether layer was separated, dried over anhydrous magnesium sulphate and the solv... Reactants: esters, CC=1C=C(CN2[C@H](CCCC2)C(=O)N[C@@H](C)C2=CC=C(C(=O)OC)C=C2)C=CC1 (methyl 4-((S)-1-((R)-1-(3-methylbenzyl)piperidine-2-carboxamido)ethyl)benzoate), O[Li].O (LiOH H2O). The product is CC=1C=C(CN2[C@H](CCCC2)C(=O)N[C@@H](C)C2=CC=C(C(=O)[O-])C=C2)C=CC1.[Li+] (lithium 4-((S)-1-((R)-1-(3-methylbenzyl)piperidine-2-carboxamido) ethyl)benzoate). Reaction SMILES: [CH3:1][C:2]1[CH:3]=[C:4]([CH:27]=[CH:28][CH:29]=1)[CH2:5][N:6]1[CH2:11][CH2:10][CH2:9][CH2:8][C@@H:7]1[C:12]([NH:14][C@H:15]([C:17]1[CH:26]=[CH:25][C:20]([C:21]([O:23]C)=[O:22])=[CH:19][CH:18]=1)[CH3:16])=[O:13].O[Li:31].O>>[CH3:1][C:2]1[CH:3]=[C:4]([CH:27]=[CH:28][CH:29]=1)[CH2:5][N:6]1[CH2:11][CH2:10][CH2:9][CH2:8][C@@H:7]1[C:12]([NH:14][C@H:15]([C:17]1[CH:18]=[CH:19][C:20]([C:21]([O-:23])=[O:22])=[CH:25][CH:26]=1)[CH3:16])=[O:13].[Li+:31] |f:1.2,3.4|. Procedure details: The title compound (E7) (28 mg) was prepared according to the general procedure for esters hydrolysis starting from methyl 4-((S)-1-((R)-1-(3-methylbenzyl)piperidine-2-carboxamido)ethyl)benzoate (D24) (48 mg). (LiOH H2O: 3 eq; reaction time: 3 hrs)